This data is from the Open Reaction Database (ORD), a public repository of structured organic reaction records. The task is: describe an organic reaction: reactants, conditions, products, and yield Reactants: C1(=CC=CC=C1)N=C=O (phenyl isocyanate), FC1=CC=C(C=C1)N1CCN(CC1)CCCS (3-[4-(4-fluorophenyl)piperazin-1-yl]propanethiol), C(Cl)Cl (methylene chloride), C(Cl)Cl (methylene chloride). Yields the product Cl.Cl.C1(=CC=CC=C1)NC(O)=SCCCN1CCN(CC1)C1=CC=C(C=C1)F (N-phenyl-S-{3-[4-(4-fluorophenyl)piperazin-1-yl]propyl}thiocarbamate dihydrochloride). The yield is 33.0%. As a reaction SMILES: [C:1]1([N:7]=[C:8]=[O:9])[CH:6]=[CH:5][CH:4]=[CH:3][CH:2]=1.[F:10][C:11]1[CH:16]=[CH:15][C:14]([N:17]2[CH2:22][CH2:21][N:20]([CH2:23][CH2:24][CH2:25][SH:26])[CH2:19][CH2:18]2)=[CH:13][CH:12]=1.C(Cl)[Cl:28]>>[ClH:28].[ClH:28].[C:1]1([NH:7][C:8](=[SH:26][CH2:25][CH2:24][CH2:23][N:20]2[CH2:21][CH2:22][N:17]([C:14]3[CH:15]=[CH:16][C:11]([F:10])=[CH:12][CH:13]=3)[CH2:18][CH2:19]2)[OH:9])[CH:6]=[CH:5][CH:4]=[CH:3][CH:2]=1 |f:3.4.5|. Procedure: 1.2 g of phenyl isocyanate was added to a solution of 2.5 g of 3-[4-(4-fluorophenyl)piperazin-1-yl]propanethiol in 75 ml of methylene chloride, and the mixture was refluxed for four hours. After the further addition of 100 ml of methylene chloride the solution was washed with water, dried (sodium sulfate) and concentrated. The salt was precipitated with ethereal hydrochloric acid and recrystallized from aqueous ethanol to give 1.35 g (33% of theory) of N-phenyl-S-{3-[4-(4-fluorophenyl)piperazin-... Reactants: CC#N, CN(C)C(Cl)(Cl)N(C)C, [Na+], N#C[S-]. Yields the product CN(C)[C+](Cl)N(C)C, N#C[S-]. Reaction SMILES: [CH3:14][C:15]#[N:16].[CH3:5][N:6]([CH3:7])[C:8]([Cl:9])([Cl:10])[N:11]([CH3:12])[CH3:13].[Na+:1].[S-:2][C:3]#[N:4]>>[CH3:5][N:6]([CH3:7])[C+:8]([Cl:9])[N:11]([CH3:12])[CH3:13].[S-:2][C:3]#[N:4]. Reactants: CO, Cl, [Na+], [OH-], COC(=O)CCc1ccc(OCc2ccccc2)cc1. Yields the product O=C(O)CCc1ccc(OCc2ccccc2)cc1. As a reaction SMILES: [CH3:24][OH:25].[ClH:23].[Na+:22].[OH-:21].[c:1]1([CH2:7][O:8][c:9]2[cH:10][cH:11][c:12]([CH2:15][CH2:16][C:17](=[O:18])[O:19][CH3:20])[cH:13][cH:14]2)[cH:2][cH:3][cH:4][cH:5][cH:6]1>>[c:1]1([CH2:7][O:8][c:9]2[cH:10][cH:11][c:12]([CH2:15][CH2:16][C:17](=[O:18])[OH:19])[cH:13][cH:14]2)[cH:2][cH:3][cH:4][cH:5][cH:6]1. The reactants are [N+](=O)([O-])C1=C(C(=O)NN)C=CC=C1 (2-nitrobenzoylhydrazine), ClC(=O)OC(Cl)(Cl)Cl (trichloromethyl chloroformate). The solvent is O1CCOCC1 (dioxane), O1CCOCC1 (dioxane). Product: [N+](=O)([O-])C1=C(C=CC=C1)C1=NNC(O1)=O (5-(2-nitrophenyl)-3H-[1,3,4]oxadiazol -2-one). The yield is 86.3%. As a reaction SMILES: [N+:1]([C:4]1[CH:13]=[CH:12][CH:11]=[CH:10][C:5]=1[C:6]([NH:8][NH2:9])=[O:7])([O-:3])=[O:2].Cl[C:15](OC(Cl)(Cl)Cl)=[O:16]>O1CCOCC1>[N+:1]([C:4]1[CH:13]=[CH:12][CH:11]=[CH:10][C:5]=1[C:6]1[O:7][C:15](=[O:16])[NH:9][N:8]=1)([O-:3])=[O:2]. Reported procedure: A solution of 2-nitrobenzoylhydrazine (9.05 g, 0.05 mol) in dioxane (30 mL) was slowly added to a solution of trichloromethyl chloroformate (4.6 mL, 0.04 mol) in dioxane (30 mL) at room temperature. On completion of the addition the reaction was heated to reflux for 4 hours. The solvent was evaporated off and the residue re-crystallised from 96%. ethanol (50 mL) to give 7.15 g of the 5-(2-nitrophenyl)-3H-[1,3,4]oxadiazol -2-one. M.p. 157-158° C. A solution of the nitro compound (2 g, 9.7 mmol) i... Starting materials: Cn1ncc(NC(=O)c2nc(Br)sc2NC(=O)OC(C)(C)C)c1N1CCCC(C(=O)OCc2ccccc2)CC1N, CC(=O)[O-], CC(=O)[O-], C1COCCO1, CO, Cc1cc(C2CC2)cc(B2OC(=O)CN(C)CC(=O)O2)c1F, [K+], [K+], [K+], O=P([O-])([O-])[O-], [Pd+2]. Product: Cc1cc(C2CC2)cc(-c2nc(C(=O)Nc3cnn(C)c3N3CCCC(C(=O)OCc4ccccc4)CC3N)c(NC(=O)OC(C)(C)C)s2)c1F. RXN SMILES: [C:1](=[O:2])([O:3][CH2:4][c:5]1[cH:6][cH:7][cH:8][cH:9][cH:10]1)[CH:11]1[CH2:12][CH:13]([NH2:41])[N:14]([c:18]2[c:19]([NH:24][C:25](=[O:26])[c:27]3[n:28][c:29]([Br:40])[s:30][c:31]3[NH:32][C:33]([O:34][C:35]([CH3:36])([CH3:37])[CH3:38])=[O:39])[cH:20][n:21][n:22]2[CH3:23])[CH2:15][CH2:16][CH2:17]1.[C:80]([O-:81])(=[O:82])[CH3:83].[C:85]([O-:86])(=[O:87])[CH3:88].[CH2:72]1[O:73][CH2:74][CH2:75][O:76][CH2:77]1.[CH3:78][OH:79].[CH:42]1([c:45]2[cH:46][c:47]([CH3:63])[c:48]([F:62])[c:49]([B:51]3[O:52][C:53](=[O:54])[CH2:55][N:56]([CH3:57])[CH2:58][C:59](=[O:60])[O:61]3)[cH:50]2)[CH2:43][CH2:44]1.[K+:69].[K+:70].[K+:71].[P:64]([O-:65])([O-:66])([O-:67])=[O:68].[Pd+2:84]>>[C:1](=[O:2])([O:3][CH2:4][c:5]1[cH:6][cH:7][cH:8][cH:9][cH:10]1)[CH:11]1[CH2:12][CH:13]([NH2:41])[N:14]([c:18]2[c:19]([NH:24][C:25](=[O:26])[c:27]3[n:28][c:29](-[c:49]4[c:48]([F:62])[c:47]([CH3:63])[cH:46][c:45]([CH:42]5[CH2:43][CH2:44]5)[cH:50]4)[s:30][c:31]3[NH:32][C:33]([O:34][C:35]([CH3:36])([CH3:37])[CH3:38])=[O:39])[cH:20][n:21][n:22]2[CH3:23])[CH2:15][CH2:16][CH2:17]1. Reactants: C1=CC=CC=2C3=CC=CC=C3C(=CC12)B(O)O (9-phenanthreneboronic acid), BrC1=CC2=CC=C(C=C2C=C1)Br (2,6-dibromonaphthalene), C(OC)COC (dimethoxyethane), C([O-])([O-])=O.[Na+].[Na+] (sodium carbonate). The reagents and catalysts are C=1C=CC(=CC1)[P](C=2C=CC=CC2)(C=3C=CC=CC3)[Pd]([P](C=4C=CC=CC4)(C=5C=CC=CC5)C=6C=CC=CC6)([P](C=7C=CC=CC7)(C=8C=CC=CC8)C=9C=CC=CC9)[P](C=1C=CC=CC1)(C=1C=CC=CC1)C=1C=CC=CC1 (tetrakis(triphenylphosphine)palladium). Solvent: C1(=CC=CC=C1)C (toluene), O (water). Reaction conditions: temperature 85 celsius, time 7 hour. Yields the product BrC=1C=C2C=CC(=CC2=CC1)C=1C2=CC=CC=C2C=2C=CC=CC2C1 (6-bromo-2-(9-phenanthrenyl)naphthalene). Yield: 43.5%. RXN SMILES: [CH:1]1[C:14]2[CH:13]=[C:12](B(O)O)[C:11]3[C:6](=[CH:7][CH:8]=[CH:9][CH:10]=3)[C:5]=2[CH:4]=[CH:3][CH:2]=1.[Br:18][C:19]1[CH:28]=[CH:27][C:26]2[C:21](=[CH:22][CH:23]=[C:24](Br)[CH:25]=2)[CH:20]=1.C(COC)OC.C(=O)([O-])[O-].[Na+].[Na+]>C1C=CC([P]([Pd]([P](C2C=CC=CC=2)(C2C=CC=CC=2)C2C=CC=CC=2)([P](C2C=CC=CC=2)(C2C=CC=CC=2)C2C=CC=CC=2)[P](C2C=CC=CC=2)(C2C=CC=CC=2)C2C=CC=CC=2)(C2C=CC=CC=2)C2C=CC=CC=2)=CC=1.O.C1(C)C=CC=CC=1>[Br:18][C:19]1[CH:20]=[C:21]2[C:26](=[CH:27][CH:28]=1)[CH:25]=[C:24]([C:12]1[C:11]3[C:6]([C:5]4[CH:4]=[CH:3][CH:2]=[CH:1][C:14]=4[CH:13]=1)=[CH:7][CH:8]=[CH:9][CH:10]=3)[CH:23]=[CH:22]2 |f:3.4.5,^1:45,47,66,85|. Procedure details: In argon atmosphere, a mixture of 15.53 g (69.6 mmol) of 9-phenanthreneboronic acid, 20.00 g (69.9 mmol) of 2,6-dibromonaphthalene, 1.62 g (1.40 mmol) of tetrakis(triphenylphosphine)palladium (0), 150 ml of dimethoxyethane, 150 ml of toluene, and 106 g of a 2 M sodium carbonate aqueous solution was stirred at a bath temperature of 85° C. for 7 h. The reaction mixture was added with water and extracted with toluene. After washing with water, the organic phase was dried over magnesium sulfate. The...